This data is from the Open Reaction Database (ORD), a public repository of structured organic reaction records. The task is: describe an organic reaction: reactants, conditions, products, and yield The reactants are BrCCCCCCC (1-bromoheptane), BrC1=C(C=O)C=CC=C1 (2-bromobenzaldehyde), [Mg] (Magnesium), [Cl-].[NH4+] (ammonium chloride). Solvent: O1CCCC1 (tetrahydrofuran), O1CCCC1 (tetrahydrofuran), O1CCCC1 (tetrahydrofuran). Yields the product BrC1=C(C=CC=C1)C(CCCCCCC)O (1-(2-Bromophenyl)octanol). Yield: 49.0%. As a reaction SMILES: [Mg].Br[CH2:3][CH2:4][CH2:5][CH2:6][CH2:7][CH2:8][CH3:9].[Br:10][C:11]1[CH:18]=[CH:17][CH:16]=[CH:15][C:12]=1[CH:13]=[O:14].[Cl-].[NH4+]>O1CCCC1>[Br:10][C:11]1[CH:18]=[CH:17][CH:16]=[CH:15][C:12]=1[CH:13]([OH:14])[CH2:3][CH2:4][CH2:5][CH2:6][CH2:7][CH2:8][CH3:9] |f:3.4|. Procedure: Magnesium pieces (6.56 g) were added to anhydrous tetrahydrofuran (10 ml) in a stream of nitrogen and the mixture was stirred at room temperature. A solution (200 ml) of 1-bromoheptane (48.4 g) in anhydrous tetrahydrofuran was dropwise added thereto while heating gradually and the mixture was stirred at 40° C. for 1 hour. Thereto was dropwise added a solution (100 ml) of 2-bromobenzaldehyde (25 g) in anhydrous tetrahydrofuran at room temperature and the mixture was stirred for 1 hour. The reacti... Reactants: CC(=O)OC(C)=O, [Cl-], [NH4+], CC1CC(=O)C2CCCCCCCCCC2(O)C1. Yields the product CC(=O)OC12CCCCCCCCCC1C(=O)CC(C)C2. As a reaction SMILES: [CH3:19][C:20](=[O:21])[O:22][C:23]([CH3:24])=[O:25].[Cl-:26].[NH4+:27].[OH:1][C:2]12[CH2:3][CH2:4][CH2:5][CH2:6][CH2:7][CH2:8][CH2:9][CH2:10][CH2:11][CH:12]1[C:13](=[O:18])[CH2:14][CH:15]([CH3:17])[CH2:16]2>>[O:1]([C:2]12[CH2:3][CH2:4][CH2:5][CH2:6][CH2:7][CH2:8][CH2:9][CH2:10][CH2:11][CH:12]1[C:13](=[O:18])[CH2:14][CH:15]([CH3:17])[CH2:16]2)[C:20]([CH3:19])=[O:21]. The reactants are [N+](=O)([O-])C=1C=C2C(NC(NC2=CC1)=O)=O (6-nitroquinazoline-2,4(1H,3H)-dione), C(CCC)N (butylamine). The solvent is O (water). Run at time 3 hour. Product: C(CCC)NC1=NC2=CC=C(C=C2C(=N1)NCC=C(C)C)[N+](=O)[O-] (2-Butylamino-4-(3-methyl-2-butenylamino)-6-nitroquinazoline). Isolated yield 20.9%. RXN SMILES: [N+:1]([C:4]1[CH:5]=[C:6]2[C:11](=[CH:12][CH:13]=1)[NH:10][C:9](=O)[NH:8][C:7]2=O)([O-:3])=[O:2].[CH2:16]([NH2:20])[CH2:17][CH2:18][CH3:19]>O>[CH2:16]([NH:20][C:9]1[N:8]=[C:7]([NH:1][CH2:4][CH:5]=[C:6]([CH3:11])[CH3:7])[C:6]2[C:11](=[CH:12][CH:13]=[C:4]([N+:1]([O-:3])=[O:2])[CH:5]=2)[N:10]=1)[CH2:17][CH2:18][CH3:19]. Procedure: 2-chloro-4-(3-methyl-2-butenylamino)-6-nitroquinazoline was obtained in accordance with the process described in Example 59, starting from 278 mg (1.45 mmol) of 6-nitroquinazoline-2,4(1H,3H)-dione. After 1.00 ml (10.12 mmol) of butylamine was added to the compound thus obtained and the reaction mixture was stirred at room temperature for 3 hours, water was added to the reaction solution, followed by extraction with ethyl acetate, washing with brine and drying over anhydrous sodium sulfate. After... Reactants: Cl (hydrochloric acid), O=C1NCCC(=C1)NC1=C(C=NN1CCCl)C#N (5-[N-(2-oxo-1,2,5,6-tetrahydropyridin-4-yl)]amino-1-(2-chloroethyl)-4-cyanopyrazole), C[Al](C)C (trimethylaluminum), solution, [OH-].[Na+] (sodium hydroxide). Run in CCCCCCC (heptane), CCOC(=O)C (EtOAc), C(Cl)Cl (methylene chloride). Conditions: time 1 hour. Product: NC1=C2C(=NC=3CCNC(C13)=O)N(N=C2)CCCl (4-amino-1-(2-chloroethyl)-7,8-dihydro-1H-pyrazolo[3,4-b][1,6]-napthyridin -5(6H)-one). Yield: 72.0%. As a reaction SMILES: [O:1]=[C:2]1[CH:7]=[C:6]([NH:8][C:9]2[N:13]([CH2:14][CH2:15][Cl:16])[N:12]=[CH:11][C:10]=2[C:17]#[N:18])[CH2:5][CH2:4][NH:3]1.C[Al](C)C.Cl.[OH-].[Na+]>C(Cl)Cl.CCCCCCC.CCOC(C)=O>[NH2:18][C:17]1[C:7]2[C:2](=[O:1])[NH:3][CH2:4][CH2:5][C:6]=2[N:8]=[C:9]2[N:13]([CH2:14][CH2:15][Cl:16])[N:12]=[CH:11][C:10]=12 |f:3.4|. Procedure: To a mechanically stirred suspension of 5-[N-(2-oxo-1,2,5,6-tetrahydropyridin-4-yl)]amino-1-(2-chloroethyl)-4-cyanopyrazole (12.31 g.) in dry methylene chloride (100 ml.) under a nitrogen atmosphere at 0° was added slowly trimethylaluminum (68.64 ml. of a 1.35 M solution in heptane). There was a vigorous gas evolution. The resulting yellowish sludge was warmed to room temperature and stirred for one hour. EtOAc was added, the yellow solution was cooled to 0° , and enough 10% v/v aqueous hydrochl... Reaction SMILES: [CH3:1][C:2]1[C:14]([CH3:15])=[CH:13][CH:12]=[CH:11][C:3]=1[O:4][CH2:5][C:6]1[NH:7][CH2:8][CH2:9][N:10]=1.[C:16]1([N:22]=[C:23]=[O:24])[CH:21]=[CH:20][CH:19]=[CH:18][CH:17]=1>C(Cl)Cl>[C:16]1([NH:22][C:23]([N:10]2[CH2:9][CH2:8][N:7]=[C:6]2[CH2:5][O:4][C:3]2[CH:11]=[CH:12][CH:13]=[C:14]([CH3:15])[C:2]=2[CH3:1])=[O:24])[CH:21]=[CH:20][CH:19]=[CH:18][CH:17]=1. Reported procedure: A solution of 2-(2,3-dimethylphenoxymethyl)-2-imidazoline (20.4 g; 1.0 moles) in methylene chloride (300 ml) was cooled to -65° C. and a solution of phenylisocyanate (11.9 g; 1.0 moles) in methylene chloride (300 ml) added dropwise during 30 minutes. The reaction mixture was then allowed to warm to ambient temperature and left to stand for 2 hours, when a precipitate had formed. The reaction mixture was evaporated under reduced pressure and the residue recrystallised from acetone to give 1-N-phe... Reactants: CC1=C(OCC=2NCCN2)C=CC=C1C (2-(2,3-dimethylphenoxymethyl)-2-imidazoline), C1(=CC=CC=C1)N=C=O (phenylisocyanate). The product is C1(=CC=CC=C1)NC(=O)N1C(=NCC1)COC1=C(C(=CC=C1)C)C (1-N-phenylcarbamoyl-2-(2,3-dimethylphenoxymethyl)-2-imidazoline). Conditions: time 2 hour. The solvent is C(Cl)Cl (methylene chloride), C(Cl)Cl (methylene chloride).